Dataset: the Open Reaction Database (ORD), a public repository of structured organic reaction records. Task: describe an organic reaction: reactants, conditions, products, and yield Reactants: C(#N)[BH3-].[Na+] (Sodium cyanoborohydride), [OH-].[K+] (Potassium hydroxide), Cl.CN (methylamine hydrochloride), C(C1=CC=CC=C1)N1CC(C(CC1)=O)(C)C (1-Benzyl-3,3-dimethyl-4-piperidone). The solvent is CO (methanol). Reaction conditions: time 30 minute. Yields the product C(C1=CC=CC=C1)N1CC(C(CC1)NC)(C)C (1-benzyl-4-methylamino-3,3-dimethylpiperidine). Reaction SMILES: [OH-].[K+].Cl.CN.[CH2:6]([N:13]1[CH2:18][CH2:17][C:16](=O)[C:15]([CH3:21])([CH3:20])[CH2:14]1)[C:7]1[CH:12]=[CH:11][CH:10]=[CH:9][CH:8]=1.[C:22]([BH3-])#[N:23].[Na+]>CO>[CH2:6]([N:13]1[CH2:18][CH2:17][CH:16]([NH:23][CH3:22])[C:15]([CH3:21])([CH3:20])[CH2:14]1)[C:7]1[CH:12]=[CH:11][CH:10]=[CH:9][CH:8]=1 |f:0.1,2.3,5.6|. Reported procedure: Potassium hydroxide (12.85 g, 230 mmol) was added to the stirred solution of methylamine hydrochloride (15.5 g, 230.0 mmol) in methanol (100 ml) and stirring was continued for 30 min at 30° C. 1-Benzyl-3,3-dimethyl-4-piperidone (5 g, 23.0 mmol), was added to the resulting mixture and stirred for 6 hr. Sodium cyanoborohydride (1.45 g, 23.0 mmol) was added to it and reaction mixture was stirred for 15 hr. The reaction mixture was concentrated to dryness, triturated with water, extracted with chlor... The reactants are FC(OC1=CC=C(C=C1)C1=CC=C(S1)C(C)=O)(F)F (1-(5-(4-(trifluoromethoxy)phenyl)thien-2-yl)-ethanone), ClC1=C(C=O)C=CC(=C1Cl)O (2,3-dichloro-4-hydroxybenzaldehyde). The product is ClC1=C(C=CC(=C1Cl)O)C=CC(=O)C=1SC(=CC1)C1=CC=C(C=C1)OC(F)(F)F (3-(2,3-Dichloro-4-hydroxyphenyl)-1-(5-(4-(trifluoromethoxy)phenyl)thien-2-yl)prop-2-en-1-one). Reaction SMILES: [F:1][C:2]([F:19])([F:18])[O:3][C:4]1[CH:9]=[CH:8][C:7]([C:10]2[S:14][C:13]([C:15](=[O:17])[CH3:16])=[CH:12][CH:11]=2)=[CH:6][CH:5]=1.[Cl:20][C:21]1[C:28]([Cl:29])=[C:27]([OH:30])[CH:26]=[CH:25][C:22]=1[CH:23]=O>>[Cl:20][C:21]1[C:28]([Cl:29])=[C:27]([OH:30])[CH:26]=[CH:25][C:22]=1[CH:23]=[CH:16][C:15]([C:13]1[S:14][C:10]([C:7]2[CH:6]=[CH:5][C:4]([O:3][C:2]([F:1])([F:18])[F:19])=[CH:9][CH:8]=2)=[CH:11][CH:12]=1)=[O:17]. Procedure details: 3-(2,3-Dichloro-4-hydroxyphenyl)-1-(5-(4-(trifluoromethoxy)phenyl)thien-2-yl)prop-2-en-1-one is prepared from 1-(5-(4-(trifluoromethoxy)phenyl)thien-2-yl)-ethanone and 2,3-dichloro-4-hydroxybenzaldehyde according to general procedure B. The evaporation residue is crystallized from acetonitrile. Starting materials: CC(C)(C)c1cnc(C=C(Br)Br)o1, [Li]CCCC, CCCC[Sn](Cl)(CCCC)CCCC, C1CCOC1, CCCCCC. The product is CCCC[Sn](C#Cc1ncc(C(C)(C)C)o1)(CCCC)CCCC. RXN SMILES: [Br:1][C:2](=[CH:3][c:4]1[o:5][c:6]([C:9]([CH3:10])([CH3:11])[CH3:12])[cH:7][n:8]1)[Br:13].[CH2:14]([Li:15])[CH2:16][CH2:17][CH3:18].[CH2:19]([CH2:20][CH2:21][CH3:22])[Sn:23]([CH2:24][CH2:25][CH2:26][CH3:27])([CH2:28][CH2:29][CH2:30][CH3:31])[Cl:32].[CH2:33]1[O:34][CH2:35][CH2:36][CH2:37]1.[CH3:38][CH2:39][CH2:40][CH2:41][CH2:42][CH3:43]>>[C:2](#[C:3][c:4]1[o:5][c:6]([C:9]([CH3:10])([CH3:11])[CH3:12])[cH:7][n:8]1)[Sn:23]([CH2:19][CH2:20][CH2:21][CH3:22])([CH2:24][CH2:25][CH2:26][CH3:27])[CH2:28][CH2:29][CH2:30][CH3:31]. Reactants: Cl.NC1=CC=NN1C1=C(C=CC=C1)Cl (5-Amino-1(2-chlorophenyl) pyrazole hydrochloride), C(C)(=O)N1C=NC(C1)=O (1-acetyl-2-imidazolinone), product. The product is C(C)(=O)N1C(=NCC1)NC1=CC=NN1C1=C(C=CC=C1)Cl (1-Acetyl-2[1-(2-chlorophenyl)-5-pyrazolyl] amino-2-imidazoline). RXN SMILES: Cl.[NH2:2][C:3]1[N:7]([C:8]2[CH:13]=[CH:12][CH:11]=[CH:10][C:9]=2[Cl:14])[N:6]=[CH:5][CH:4]=1.[C:15]([N:18]1[CH2:22][C:21](=O)[N:20]=[CH:19]1)(=[O:17])[CH3:16]>>[C:15]([N:18]1[CH2:22][CH2:21][N:20]=[C:19]1[NH:2][C:3]1[N:7]([C:8]2[CH:13]=[CH:12][CH:11]=[CH:10][C:9]=2[Cl:14])[N:6]=[CH:5][CH:4]=1)(=[O:17])[CH3:16] |f:0.1|. Procedure: 5-Amino-1(2-chlorophenyl) pyrazole hydrochloride (Farmaco, 22, 68, 1967) (20.5 g.) and 1-acetyl-2-imidazolinone (12.6 g.) were reacted as described in Example I to give 17.11 g. product mp 179°-181° (crystallized from CH3CN) Starting materials: COC=1C(=CC2=C(NC(CCC2(C)C)=O)C1)[N+](=O)[O-] (8-Methoxy-5,5-dimethyl-7-nitro-1,3,4,5-tetrahydro-benzo[b]azepin-2-one). Reagents/catalysts: [Pd] (Pd/C). The solvent is CO (Methanol). Product: NC1=CC2=C(NC(CCC2(C)C)=O)C=C1OC (7-Amino-8-methoxy-5,5-dimethyl-1,3,4,5-tetrahydro-benzo[b]azepin-2-one). The yield is 86.8%. RXN SMILES: [CH3:1][O:2][C:3]1[C:4]([N+:17]([O-])=O)=[CH:5][C:6]2[C:12]([CH3:14])([CH3:13])[CH2:11][CH2:10][C:9](=[O:15])[NH:8][C:7]=2[CH:16]=1>CO.[Pd]>[NH2:17][C:4]1[C:3]([O:2][CH3:1])=[CH:16][C:7]2[NH:8][C:9](=[O:15])[CH2:10][CH2:11][C:12]([CH3:14])([CH3:13])[C:6]=2[CH:5]=1. Procedure: 8-Methoxy-5,5-dimethyl-7-nitro-1,3,4,5-tetrahydro-benzo[b]azepin-2-one (160 mg, 0.60 mmol) was hydrogenated in the presence of 10% Pd/C, 50% wet (80 mg) in Methanol (15 mL) overnight (balloon). Conc. of the filtered reaction afforded 7-Amino-8-methoxy-5,5-dimethyl-1,3,4,5-tetrahydro-benzo[b]azepin-2-one (122 mg, 86%), which was used without purification. 1H-NMR (CDCl3): 6.94 (s, 1H), 6.76 (s, 1H), 6.38 (s, 1H), 3.85 (s, 3H), 3.76 (s, 2H), 2.35 (t, 2H, J=7.0 Hz), 2.07 (t, 2H, J=7.0 Hz), 1.37 (s, ... The reactants are ClCCC(=O)C1=CC=CC=C1 (3-chloro-1-phenylpropan-1-one), C[Mg]Br (methylmagnesium bromide). The product is ClCCC(C)(O)C1=CC=CC=C1 (4-chloro-2-phenylbutan-2-ol). As a reaction SMILES: [Cl:1][CH2:2][CH2:3][C:4]([C:6]1[CH:11]=[CH:10][CH:9]=[CH:8][CH:7]=1)=[O:5].[CH3:12][Mg]Br>>[Cl:1][CH2:2][CH2:3][C:4]([C:6]1[CH:11]=[CH:10][CH:9]=[CH:8][CH:7]=1)([OH:5])[CH3:12]. Reported procedure: 4-chloro-2-phenylbutan-2-ol was prepared from 3-chloro-1-phenylpropan-1-one and methylmagnesium bromide following a procedure analogous to that described in Preparation 1 Method 1 Step 2. Reactants: C1CCOC1, COc1c(C)c2c(c(OCOC(C)OC)c1CC=C(C)CBr)C(=O)OC2, CCOC(C)=O, CN(C)P(=O)(N(C)C)N(C)C, [Li]CCCC, CC(C)NC(C)C, [Cl-], [NH4+]. Product: CCOC(=O)C(N)CC(C)=CCc1c(OC)c(C)c2c(c1OCOC(C)OC)C(=O)OC2. As a reaction SMILES: [CH2:47]1[O:48][CH2:49][CH2:50][CH2:51]1.[CH3:13][O:14][c:15]1[c:16]([CH2:33][CH:34]=[C:35]([CH2:36][Br:37])[CH3:38])[c:17]([O:26][CH2:27][O:28][CH:29]([CH3:30])[O:31][CH3:32])[c:18]2[c:22]([c:23]1[CH3:24])[CH2:21][O:20][C:19]2=[O:25].[CH3:41][CH2:42][O:43][C:44]([CH3:45])=[O:46].[CH3:52][N:53]([CH3:54])[P:55]([N:56]([CH3:57])[CH3:58])([N:59]([CH3:60])[CH3:61])=[O:62].[CH3:8][CH2:9][CH2:10][CH2:11][Li:12].[CH:1]([NH:4][CH:2]([CH3:3])[CH3:5])([CH3:6])[CH3:7].[Cl-:39].[NH4+:40]>>[NH2:4][CH:45]([CH2:36][C:35](=[CH:34][CH2:33][c:16]1[c:15]([O:14][CH3:13])[c:23]([CH3:24])[c:22]2[c:18]([c:17]1[O:26][CH2:27][O:28][CH:29]([CH3:30])[O:31][CH3:32])[C:19](=[O:25])[O:20][CH2:21]2)[CH3:38])[C:44]([O:43][CH2:42][CH3:41])=[O:46].